From a dataset of the Open Reaction Database (ORD), a public repository of structured organic reaction records. describe an organic reaction: reactants, conditions, products, and yield Starting materials: Cl (hydrochloric acid), ClC1=C(C=CC=C1)C1=NN=NN1 (5-(2-chlorophenyl)-1H-tetrazole), COC(C1=CC=C(C=C1)[Mg]Br)OC (4-(dimethoxymethyl)phenylmagnesium bromide), CO (methanol), ClC1=C(C=CC=C1)C=1N=NN(N1)C1OCCCC1 (5-(2-chlorophenyl)-2-(tetrahydropyran-2-yl)-2H-tetrazole), ClC1=C(C=CC=C1)C1=NN=NN1C1OCCCC1 (5-(2-chlorophenyl) 1-(tetrahydropyran-2-yl)-1H-tetrazole), COC(C1=CC=C(C=C1)[Mg]Br)OC (4-(dimethoxymethyl)phenylmagnesium bromide), N1N=NN=C1C1=C(C=CC=C1)C1=CC=C(C=C1)C=O (2′-(1H-tetrazol-5-yl)biphenyl-4-carbaldehyde). Run in O1CCCC1 (tetrahydrofuran). Conditions: temperature 15 celsius. Product: COC(C1=CC=C(C=C1)C1=C(C=CC=C1)C=1N=NN(N1)C1OCCCC1)OC (5-(4′-dimethoxymethyl-biphenyl-2-yl)-2-(tetrahydro-pyran-2-yl)-2H-tetrazole). RXN SMILES: Cl[C:2]1[CH:7]=[CH:6][CH:5]=[CH:4][C:3]=1[C:8]1[N:9]=[N:10][N:11]([CH:13]2[CH2:18][CH2:17][CH2:16][CH2:15][O:14]2)[N:12]=1.ClC1C=CC=CC=1C1N(C2CCCCO2)N=NN=1.[CH3:37][O:38][CH:39]([O:48][CH3:49])[C:40]1[CH:45]=[CH:44][C:43]([Mg]Br)=[CH:42][CH:41]=1.Cl.ClC1C=CC=CC=1C1NN=NN=1.N1C(C2C=CC=CC=2C2C=CC(C=O)=CC=2)=NN=N1.CO>O1CCCC1>[CH3:49][O:48][CH:39]([O:38][CH3:37])[C:40]1[CH:41]=[CH:42][C:43]([C:2]2[CH:7]=[CH:6][CH:5]=[CH:4][C:3]=2[C:8]2[N:9]=[N:10][N:11]([CH:13]3[CH2:18][CH2:17][CH2:16][CH2:15][O:14]3)[N:12]=2)=[CH:44][CH:45]=1. Reported procedure: A mixture of 5-(2-chlorophenyl)-2-(tetrahydropyran-2-yl)-2H-tetrazole and 5-(2-chlorophenyl) 1-(tetrahydropyran-2-yl)-1H-tetrazole (94% content; 4.22 g; 15.0 mmol; same batch as used in Example 7) is dissolved in anhydrous tetrahydrofuran (2.8 mL) under an inert atmosphere. The vigorously stirred resulting suspension is cooled to about 15° C. and a 0.96 M 4-(dimethoxymethyl)phenylmagnesium bromide solution (18 mL; 17.3 mmol; same batch as used in Example 7) is added over one hour while keeping t... Reactants: Cl.NO (hydroxylamine hydrochloride), N1=CC=C(C=C1)C=NO (4-pyridinaldoxime), N1=CC=C(C=C1)C=NO (4-pyridinaldoxime), P(=O)([O-])([O-])[O-].[K+].[K+].[K+] (potassium phosphate), ion-exchange, N1=CC=C(C=C1)C=O (4-pyridinecarbaldehyde), C(O)([O-])=O.[Na+] (sodium hydrogen carbonate). The solvent is O (water). Reaction conditions: temperature 65 celsius, time 30 minute. Yields the product OC1=NC=CC(=C1)C=NO (2-hydroxy-4-pyridinaldoxime). Reaction SMILES: Cl.NO.N1C=CC(C=[O:11])=CC=1.[N:12]1[CH:17]=[CH:16][C:15]([CH:18]=[N:19][OH:20])=[CH:14][CH:13]=1.C(=O)([O-])O.[Na+].P([O-])([O-])([O-])=O.[K+].[K+].[K+]>O>[OH:11][C:13]1[CH:14]=[C:15]([CH:18]=[N:19][OH:20])[CH:16]=[CH:17][N:12]=1 |f:0.1,4.5,6.7.8.9|. Procedure details: 1.3 g of hydroxylamine hydrochloride was solved to 5 g of ion-exchange water, and the solution was heated to 65° C. Then 2 g of 4-pyridinecarbaldehyde was added dropwise. The reaction was carried out at 65° C., for 30 minutes, and a solution containing 2.2 g of 4-pyridinaldoxime was obtained. The resulting 4-pyridinaldoxime was identified by HPLC analysis. Thereafter, the reaction solution was cooled to 30° C., and was neutralized by saturated sodium hydrogen carbonate solution to be adjusted to... Reactants: C(C)(C)(C)OC1=C(C=CC=C1)NN=C(C(C)=O)C(C)=O (3-[(2-tert-butoxyphenyl)hydrazono]pentane-2,4-dione), C(C1=CC=CC=C1)OCC(=O)Cl ((benzyloxy)acetylchloride), [H-].[Na+] (NaH), O (water). The solvent is C1CCOC1 (THF), C1CCOC1 (THF), C1CCOC1 (THF). Run at temperature 0 celsius, time 40 minute. Product: C(C1=CC=CC=C1)OCC(CC(C(C(C)=O)=NNC1=C(C=CC=C1)OC(C)(C)C)=O)=O (1-(benzyloxy)-5-[(2-tert-butoxyphenyl)hydrazono]heptane-2,4,6-trione). Reaction SMILES: [H-].[Na+].[C:3]([O:7][C:8]1[CH:13]=[CH:12][CH:11]=[CH:10][C:9]=1[NH:14][N:15]=[C:16]([C:20](=[O:22])[CH3:21])[C:17](=[O:19])[CH3:18])([CH3:6])([CH3:5])[CH3:4].[CH2:23]([O:30][CH2:31][C:32](Cl)=[O:33])[C:24]1[CH:29]=[CH:28][CH:27]=[CH:26][CH:25]=1.O>C1COCC1>[CH2:23]([O:30][CH2:31][C:32](=[O:33])[CH2:21][C:20](=[O:22])[C:16](=[N:15][NH:14][C:9]1[CH:10]=[CH:11][CH:12]=[CH:13][C:8]=1[O:7][C:3]([CH3:6])([CH3:4])[CH3:5])[C:17](=[O:19])[CH3:18])[C:24]1[CH:29]=[CH:28][CH:27]=[CH:26][CH:25]=1 |f:0.1|. Procedure: NaH (4.28 g) was suspended in THF (30 mL), and a solution of 3-[(2-tert-butoxyphenyl)hydrazono]pentane-2,4-dione (7.47 g) in THF (100 mL) was added dropwise at 0° C. The reaction mixture was stirred at 0° C. for 40 min, a solution of (benzyloxy)acetylchloride (5.55 mL) in THF (20 mL) was added at 0° C., and the mixture was stirred at 0° C. for 5 hr. The reaction mixture was poured into water, and the mixture was extracted with ethyl acetate. The extract was washed with saturated brine, dried ove...